Dataset: the Open Reaction Database (ORD), a public repository of structured organic reaction records. Task: describe an organic reaction: reactants, conditions, products, and yield Starting materials: [BH4-], CC(=O)O, CCO, COc1ccc2c(c1)CCC1=C2CCC2(C)C(=O)CCC12, [Na+]. The product is COc1ccc2c(c1)CCC1=C2CCC2(C)C(O)CCC12. As a reaction SMILES: [BH4-:1].[CH3:24][C:25](=[O:26])[OH:27].[CH3:28][CH2:29][OH:30].[CH3:3][C:4]12[C:5](=[O:23])[CH2:6][CH2:7][CH:8]1[C:9]1=[C:10]([CH2:11][CH2:12]2)[c:13]2[cH:14][cH:15][c:16]([O:21][CH3:22])[cH:17][c:18]2[CH2:19][CH2:20]1.[Na+:2]>>[CH3:3][C:4]12[CH:5]([OH:23])[CH2:6][CH2:7][CH:8]1[C:9]1=[C:10]([CH2:11][CH2:12]2)[c:13]2[cH:14][cH:15][c:16]([O:21][CH3:22])[cH:17][c:18]2[CH2:19][CH2:20]1. The reactants are C=CCc1cc(F)ccc1O, CC(=O)OC(C)=O, CCOCC, O, c1ccncc1. Reaction SMILES: [CH2:1]([CH:2]=[CH2:3])[c:4]1[c:5]([OH:11])[cH:6][cH:7][c:8]([F:10])[cH:9]1.[CH3:12][C:13](=[O:14])[O:15][C:16](=[O:17])[CH3:18].[CH3:26][CH2:27][O:28][CH2:29][CH3:30].[OH2:25].[cH:19]1[cH:20][cH:21][n:22][cH:23][cH:24]1>>[CH2:1]([CH:2]=[CH2:3])[c:4]1[c:5]([O:11][C:13]([CH3:12])=[O:14])[cH:6][cH:7][c:8]([F:10])[cH:9]1. Yields the product C=CCc1cc(F)ccc1OC(C)=O. Reactants: [N+](=O)([O-])C1=CC=C2CCCNC2=C1 (7-nitro-1,2,3,4-tetrahydroquinoline), PdC. The solvent is C(C)(=O)OCC (ethyl acetate). The product is NC1=CC=C2CCCNC2=C1 (7-amino-1,2,3,4-tetrahydroquinoline). Isolated yield 101.2%. As a reaction SMILES: [N+:1]([C:4]1[CH:13]=[C:12]2[C:7]([CH2:8][CH2:9][CH2:10][NH:11]2)=[CH:6][CH:5]=1)([O-])=O>C(OCC)(=O)C>[NH2:1][C:4]1[CH:13]=[C:12]2[C:7]([CH2:8][CH2:9][CH2:10][NH:11]2)=[CH:6][CH:5]=1. Procedure details: A solution of 7-nitro-1,2,3,4-tetrahydroquinoline (396 mg, 0.0022 mol) in 4 mL of ethyl acetate was hydrogenated under an atmosphere of hydrogen with PdC 10% (40 mg) at rt for 2 h. Filtration over celite afforded 330 mg (100%) of 7-amino-1,2,3,4-tetrahydroquinoline. Data for 7-amino-1,2,3,4-tetrahydroquinoline: 1H NMR (400 MHz, CDCl3) 6.72 (d, J=7.9, 1H), 6.00 (dd, J=7.9, 2.3, 1H), 5.84 (d, J=2.3, 1H), 3.67 (bs, 1H), 3.42 (bs, 2H), 3.24 (t, J=5.0, 2H), 2.65 (t, J=6.4, 2H), 1.91 (quintet, J=6.0 H... The reactants are N(=[N+]=[N-])CCN1N=C(C(=C1C(=O)OC)OCC1=CC=CC=C1)C(=O)OC (dimethyl 1-(2-azidoethyl)-4-benzyloxy-1H-pyrazole-3,5-dicarboxylate), C1(=CC=CC=C1)P(C1=CC=CC=C1)C1=CC=CC=C1 (triphenylphosphine), O (Water). The solvent is CN(C)C=O (DMF). Reaction conditions: temperature 90 celsius. Product: C(C1=CC=CC=C1)OC=1C(=NN2C1C(NCC2)=O)C(=O)OC (Methyl 3-benzyloxy-4-oxo-4,5,6,7-tetrahydropyrazolo[1,5-a]pyrazine-2-carboxylate). Reaction SMILES: [N:1]([CH2:4][CH2:5][N:6]1[C:10]([C:11](OC)=[O:12])=[C:9]([O:15][CH2:16][C:17]2[CH:22]=[CH:21][CH:20]=[CH:19][CH:18]=2)[C:8]([C:23]([O:25][CH3:26])=[O:24])=[N:7]1)=[N+]=[N-].C1(P(C2C=CC=CC=2)C2C=CC=CC=2)C=CC=CC=1.O>CN(C=O)C>[CH2:16]([O:15][C:9]1[C:8]([C:23]([O:25][CH3:26])=[O:24])=[N:7][N:6]2[CH2:5][CH2:4][NH:1][C:11](=[O:12])[C:10]=12)[C:17]1[CH:22]=[CH:21][CH:20]=[CH:19][CH:18]=1. Procedure: To a solution of dimethyl 1-(2-azidoethyl)-4-benzyloxy-1H-pyrazole-3,5-dicarboxylate (0.84 g, 2.34 mmol) in anhydrous DMF at 0° C. was added triphenylphosphine (0.92 g, 3.50 mmol). Water (300 μL) was added and the reaction was heated to 90° C. for 3 days. The solvent was removed in vacuo, and the resulting white solid was purified by flash chromatography on silica gel using 0-10% MeOH/CHCl3 gradient elution. Collection and concentration of the appropriate fractions afforded an oily solid which w... Starting materials: Cl, Cl, Cl, NC1CCC(CCN2CCN(c3nccc4c3OCC4)CC2)CC1, O=C(O)Cc1noc2ccccc12. The product is O=C(Cc1noc2ccccc12)NC1CCC(CCN2CCN(c3nccc4c3OCC4)CC2)CC1. As a reaction SMILES: [ClH:1].[ClH:2].[ClH:3].[O:4]1[CH2:5][CH2:6][c:7]2[c:8]1[c:9]([N:13]1[CH2:14][CH2:15][N:16]([CH2:19][CH2:20][CH:21]3[CH2:22][CH2:23][CH:24]([NH2:27])[CH2:25][CH2:26]3)[CH2:17][CH2:18]1)[n:10][cH:11][cH:12]2.[o:28]1[n:29][c:30]([CH2:37][C:38](=[O:39])[OH:40])[c:31]2[c:32]1[cH:33][cH:34][cH:35][cH:36]2>>[O:4]1[CH2:5][CH2:6][c:7]2[c:8]1[c:9]([N:13]1[CH2:14][CH2:15][N:16]([CH2:19][CH2:20][CH:21]3[CH2:22][CH2:23][CH:24]([NH:27][C:38]([CH2:37][c:30]4[n:29][o:28][c:32]5[c:31]4[cH:36][cH:35][cH:34][cH:33]5)=[O:39])[CH2:25][CH2:26]3)[CH2:17][CH2:18]1)[n:10][cH:11][cH:12]2. Reported procedure: A mixture of 1-(2,3-dihydroxy-4-methoxyphenyl)ethanone (10 g, 55 mmol), bromocyclopentane (6.0 mL, 56 mmol), potassium carbonate (15.5 g, 112 mmol), and anhydrous DMF (100 mL) was heated at 110° C. under N2 for 17 h and then allowed to cool to rt. The mixture was poured into 0.5N HCl (600 mL) and extracted with diethyl ether (250 mL×2). The combined extracts were dried, filtered, concentrated, and purified by silica gel chromatography (1:0→17:3; hexanes:ethyl acetate) to give 1-[3-(cyclopentylox... Reaction conditions: temperature 110 celsius. Starting materials: Cl (HCl), OC1=C(C=CC(=C1O)OC)C(C)=O (1-(2,3-dihydroxy-4-methoxyphenyl)ethanone), BrC1CCCC1 (bromocyclopentane), C([O-])([O-])=O.[K+].[K+] (potassium carbonate). Yields the product C1(CCCC1)OC=1C(=C(C=CC1OC)C(C)=O)O (1-[3-(cyclopentyloxy)-2-hydroxy-4-methoxyphenyl]ethanone). Solvent: CN(C)C=O (DMF). Reaction SMILES: [OH:1][C:2]1[C:7]([OH:8])=[C:6]([O:9][CH3:10])[CH:5]=[CH:4][C:3]=1[C:11](=[O:13])[CH3:12].Br[CH:15]1[CH2:19][CH2:18][CH2:17][CH2:16]1.C(=O)([O-])[O-].[K+].[K+].Cl>CN(C=O)C>[CH:15]1([O:8][C:7]2[C:2]([OH:1])=[C:3]([C:11](=[O:13])[CH3:12])[CH:4]=[CH:5][C:6]=2[O:9][CH3:10])[CH2:19][CH2:18][CH2:17][CH2:16]1 |f:2.3.4|. Reactants: [Br-].C[N+](CCCNC)(C)C (N,N,N-trimethyl-[3-(methylamino)]-1-propanaminium bromide), BrCCCBr (1,3-dibromopropane). The solvent is C(C)#N (acetonitrile). The product is Br.[Br-].BrCCCN(C)CCC[N+](C)(C)C (3-[N'-(3-Bromopropyl)-N'-methylamino]-N,N,N-trimethyl-1-propanaminium Bromide Hydrobromide). Reaction SMILES: [Br-:1].[CH3:2][N+:3]([CH3:10])([CH3:9])[CH2:4][CH2:5][CH2:6][NH:7][CH3:8].[Br:11][CH2:12][CH2:13][CH2:14]Br>C(#N)C>[BrH:11].[Br-:1].[Br:11][CH2:12][CH2:13][CH2:14][N:7]([CH2:6][CH2:5][CH2:4][N+:3]([CH3:10])([CH3:9])[CH3:2])[CH3:8] |f:0.1,4.5.6|. Procedure details: To a stirred solution of 3.02 g. (14.3 mmoles) of N,N,N-trimethyl-[3-(methylamino)]-1-propanaminium bromide in 30 ml. of acetonitrile is added a solution of 2.88 g. (14.3 mmoles) of 1,3-dibromopropane and the mixture is stirred at room temperature under nitrogen for 3.5 hours. The mixture is cooled in an ice-water bath and then the insoluble material is removed by filtration. The filtrate is evaporated and dried in vacuo and is extracted with chloroform. The chloroform extract is evaporated and ... Starting materials: CCCCCCCN, CCOC(Cc1ccc(-c2cccc(N(C)C(=O)Oc3ccc([N+](=O)[O-])cc3)c2)nc1)C(=O)OC, CN(C)C=O, O. The product is CCCCCCCNC(=O)N(C)c1cccc(-c2ccc(CC(OCC)C(=O)OC)cn2)c1. RXN SMILES: [CH2:1]([CH2:2][CH2:3][CH2:4][CH2:5][CH2:6][CH3:7])[NH2:8].[CH2:9]([CH3:10])[O:11][CH:12]([C:13](=[O:14])[O:15][CH3:16])[CH2:17][c:18]1[cH:19][n:20][c:21](-[c:24]2[cH:25][c:26]([N:30]([C:31](=[O:32])[O:33][c:34]3[cH:35][cH:36][c:37]([N+:38]([O-:39])=[O:40])[cH:41][cH:42]3)[CH3:43])[cH:27][cH:28][cH:29]2)[cH:22][cH:23]1.[CH3:45][N:46]([CH3:47])[CH:48]=[O:49].[OH2:44]>>[CH2:1]([CH2:2][CH2:3][CH2:4][CH2:5][CH2:6][CH3:7])[NH:8][C:31]([N:30]([c:26]1[cH:25][c:24](-[c:21]2[n:20][cH:19][c:18]([CH2:17][CH:12]([O:11][CH2:9][CH3:10])[C:13](=[O:14])[O:15][CH3:16])[cH:23][cH:22]2)[cH:29][cH:28][cH:27]1)[CH3:43])=[O:32]. The reactants are BrC=1C=C(C=CC1)NC(N(C1=CC=C(C=C1)C1CCCCC1)CC1=CC=C(C(=O)O)C=C1)=O (4-[3-(3-Bromophenyl)-1-(4-cyclohexylphenyl)ureidomethyl]benzoic acid), Cl.C(C)OC([C@@H](CN)O)=O ((R)-isoserine ethyl ester hydrochloride), C(C)(C)N(C(C)C)CC (N,N-diisopropylethylamine), CCN=C=NCCCN(C)C (EDAC), C=1C=CC2=C(C1)N=NN2O (HOBt). The solvent is C(C)(=O)OCC (ethyl acetate), CN(C)C=O (DMF), CN(C)C=O (DMF). Run at time 16 hour. Product: C(C)OC([C@@H](CNC(C1=CC=C(C=C1)CN(C(=O)NC1=CC(=CC=C1)Br)C1=CC=C(C=C1)C1CCCCC1)=O)O)=O ((R)-3-{4-[3-(3-Bromophenyl)-1-(4-cyclohexylphenyl)ureidomethyl]benzoylamino}-2-hydroxypropionic Acid Ethyl Ester). As a reaction SMILES: [Br:1][C:2]1[CH:3]=[C:4]([NH:8][C:9](=[O:33])[N:10]([CH2:23][C:24]2[CH:32]=[CH:31][C:27]([C:28](O)=[O:29])=[CH:26][CH:25]=2)[C:11]2[CH:16]=[CH:15][C:14]([CH:17]3[CH2:22][CH2:21][CH2:20][CH2:19][CH2:18]3)=[CH:13][CH:12]=2)[CH:5]=[CH:6][CH:7]=1.CCN=C=NCCCN(C)C.C1C=CC2N(O)N=NC=2C=1.Cl.[CH2:56]([O:58][C:59](=[O:64])[C@H:60]([OH:63])[CH2:61][NH2:62])[CH3:57].C(N(CC)C(C)C)(C)C>CN(C=O)C.C(OCC)(=O)C>[CH2:56]([O:58][C:59](=[O:64])[C@H:60]([OH:63])[CH2:61][NH:62][C:28](=[O:29])[C:27]1[CH:31]=[CH:32][C:24]([CH2:23][N:10]([C:11]2[CH:12]=[CH:13][C:14]([CH:17]3[CH2:18][CH2:19][CH2:20][CH2:21][CH2:22]3)=[CH:15][CH:16]=2)[C:9]([NH:8][C:4]2[CH:5]=[CH:6][CH:7]=[C:2]([Br:1])[CH:3]=2)=[O:33])=[CH:25][CH:26]=1)[CH3:57] |f:3.4|. Procedure details: 4-[3-(3-Bromophenyl)-1-(4-cyclohexylphenyl)ureidomethyl]benzoic acid (0.20 g, 0.39 mmol) was dissolved in DMF (2.5 mL) and EDAC (0.12 g, 0.6 mmol) and HOBt (0.089 mg, 0.6 mmol) were added and the mixture was stirred at room temperature for 10 min. (R)-isoserine ethyl ester hydrochloride (0.10 g, 0.6 mmol) and N,N-diisopropylethylamine (130 μL) dissolved in DMF (2.5 mL) were added and the resulting mixture was stirred at room temperature for 16 hours. The mixture was added ethyl acetate (70 mL) a... The solvent is C(Cl)Cl (CH2Cl2). The product is C(CCC)C=1C(=C(C2=CC=CC=C2C1)OC1=CC=C(C=C1)/C=C/C(=O)O)C1=CC=C(C=C1)O ((2E)-3-(4-{[3-Butyl-2-(4-hydroxyphenyl)-1-naphthalenyl]oxy}phenyl)-2-propenoic acid). RXN SMILES: [CH2:1]([C:5]1[C:6]([C:27]2[CH:32]=[CH:31][C:30]([O:33]C)=[CH:29][CH:28]=2)=[C:7]([O:15][C:16]2[CH:21]=[CH:20][C:19](/[CH:22]=[CH:23]/[C:24]([OH:26])=[O:25])=[CH:18][CH:17]=2)[C:8]2[C:13]([CH:14]=1)=[CH:12][CH:11]=[CH:10][CH:9]=2)[CH2:2][CH2:3][CH3:4].B(Br)(Br)Br>C(Cl)Cl>[CH2:1]([C:5]1[C:6]([C:27]2[CH:32]=[CH:31][C:30]([OH:33])=[CH:29][CH:28]=2)=[C:7]([O:15][C:16]2[CH:21]=[CH:20][C:19](/[CH:22]=[CH:23]/[C:24]([OH:26])=[O:25])=[CH:18][CH:17]=2)[C:8]2[C:13]([CH:14]=1)=[CH:12][CH:11]=[CH:10][CH:9]=2)[CH2:2][CH2:3][CH3:4]. Reported procedure: Methyl ether (163) (0.12 g, 0.27 mmol) was treated with BBr3 in CH2Cl2 to give the crude product as a yellow viscous oil, which was purified by reverse phase preparation HPLC on Agilent 1100 to afford 95 mg (82%) of the title compound (164) as a white solid. mp 107-109° C. 1H NMR (400 MHz, CH3OH-d4): δ 0.78 (t, J=7.4 Hz, 3H), 1.15-1.29 (m, 2H), 1.40-1.50 (m, 2H), 2.62 (t, J=7.9 Hz, 2H), 6.26 (d, J=15.9 Hz, 1H), 6.56 (d, J=8.8 Hz, 2H), 6.68 (d, J=8.4 Hz, 2H), 6.96 (d, J=8.6 Hz, 2H), 7.30-7.40 (m,... The reactants are C(CCC)C=1C(=C(C2=CC=CC=C2C1)OC1=CC=C(C=C1)/C=C/C(=O)O)C1=CC=C(C=C1)OC ((2E)-3-[4-({3-Butyl-2-[4-(methyloxy)phenyl]-1-naphthalenyl}oxy)phenyl]-2-propenoic acid), B(Br)(Br)Br (BBr3). Isolated yield 80.2%.